From a dataset of the Open Reaction Database (ORD), a public repository of structured organic reaction records. describe an organic reaction: reactants, conditions, products, and yield Reactants: CC1(C2CCC1C(=O)OC2=O)C (2,2-Dimethylcyclopentane-1,3-dicarboxylic anhydride), NCCCCN1CCN(CC1)C1=NC(=CN=C1)Cl (1-(4-aminobutyl)-4-(6-chloro-2-pyrazinyl)piperazine), C=1(C(=CC=CC1)C)C (xylene). Run in O (water). Yields the product ClC1=CN=CC(=N1)N1CCN(CC1)CCCCN1C(C2CCC(C1=O)C2(C)C)=O (3-[4-[4-(6-Chloro-2-pyrazinyl)-1-piperazinyl]butyl]-8,8-dimethyl-3-azabicyclo[3.2.1]octane-2,4-dione). As a reaction SMILES: [CH3:1][C:2]1([CH3:12])[CH:6]2[C:7]([O:9][C:10](=[O:11])[CH:3]1[CH2:4][CH2:5]2)=O.[NH2:13][CH2:14][CH2:15][CH2:16][CH2:17][N:18]1[CH2:23][CH2:22][N:21]([C:24]2[CH:29]=[N:28][CH:27]=[C:26]([Cl:30])[N:25]=2)[CH2:20][CH2:19]1.C1(C)C(C)=CC=CC=1>O>[Cl:30][C:26]1[N:25]=[C:24]([N:21]2[CH2:20][CH2:19][N:18]([CH2:17][CH2:16][CH2:15][CH2:14][N:13]3[C:7](=[O:9])[CH:6]4[C:2]([CH3:1])([CH3:12])[CH:3]([CH2:4][CH2:5]4)[C:10]3=[O:11])[CH2:23][CH2:22]2)[CH:29]=[N:28][CH:27]=1. Procedure details: 2,2-Dimethylcyclopentane-1,3-dicarboxylic anhydride (1.68 g., 10 mmole) and 1-(4-aminobutyl)-4-(6-chloro-2-pyrazinyl)piperazine (2.97 g., 11 mmole) were combined in 500 ml. of xylene and refluxed for 48 hours with Dean-Stark water removal. Concentration in vacuum, column chromatography on 100 g. of silica gel with chloroform, and recrystallization from 50 ml. of isopropanol with addition of 4N isopropanolic HCl gave 0.55 g. of the title compound as the monohydrochloride; m.p. 210° C. (d). Starting materials: CCOC(=O)Cc1c(C(=O)OCC)c2cc(Oc3ccc(N)cn3)ccc2n1-c1ccc(OC(C)C)cc1, CCO, Cl, [Na+], [OH-]. Product: CCOC(=O)c1c(CC(=O)O)n(-c2ccc(OC(C)C)cc2)c2ccc(Oc3ccc(N)cn3)cc12. Reaction SMILES: [CH2:1]([CH3:2])[O:3][C:4](=[O:5])[c:6]1[c:7]([CH2:33][C:34](=[O:35])[O:36][CH2:37][CH3:38])[n:8](-[c:23]2[cH:24][cH:25][c:26]([O:29][CH:30]([CH3:31])[CH3:32])[cH:27][cH:28]2)[c:9]2[cH:10][cH:11][c:12]([O:15][c:16]3[n:17][cH:18][c:19]([NH2:22])[cH:20][cH:21]3)[cH:13][c:14]12.[CH3:42][CH2:43][OH:44].[ClH:41].[Na+:40].[OH-:39]>>[CH2:1]([CH3:2])[O:3][C:4](=[O:5])[c:6]1[c:7]([CH2:33][C:34](=[O:35])[OH:36])[n:8](-[c:23]2[cH:24][cH:25][c:26]([O:29][CH:30]([CH3:31])[CH3:32])[cH:27][cH:28]2)[c:9]2[cH:10][cH:11][c:12]([O:15][c:16]3[n:17][cH:18][c:19]([NH2:22])[cH:20][cH:21]3)[cH:13][c:14]12. Starting materials: [N+](=O)([O-])C=1C=CC(=NC1)OC=1C=C2CCC(OC2=CC1)C1=CC=CC=C1 (5-nitro-2-(2-phenylchroman-6-yloxy)pyridine), FC=1C=C(C=C(C1)F)C1OC2=CC=C(C=C2CC1)O (2-(3,5-difluorophenyl)chroman-6-ol). Yields the product FC=1C=C(C=C(C1)F)C1OC2=CC=C(C=C2CC1)OC1=NC=C(C=C1)[N+](=O)[O-] (2-[2-(3,5-Difluorophenyl)chroman-6-yloxy]-5-nitropyridine). RXN SMILES: [N+:1]([C:4]1[CH:5]=[CH:6][C:7](OC2C=C3C(=CC=2)OC(C2C=CC=CC=2)CC3)=[N:8][CH:9]=1)([O-:3])=[O:2].[F:27][C:28]1[CH:29]=[C:30]([CH:35]2[CH2:44][CH2:43][C:42]3[C:37](=[CH:38][CH:39]=[C:40]([OH:45])[CH:41]=3)[O:36]2)[CH:31]=[C:32]([F:34])[CH:33]=1>>[F:27][C:28]1[CH:29]=[C:30]([CH:35]2[CH2:44][CH2:43][C:42]3[C:37](=[CH:38][CH:39]=[C:40]([O:45][C:7]4[CH:6]=[CH:5][C:4]([N+:1]([O-:3])=[O:2])=[CH:9][N:8]=4)[CH:41]=3)[O:36]2)[CH:31]=[C:32]([F:34])[CH:33]=1. Reported procedure: 2-[2-(3,5-Difluorophenyl)chroman-6-yloxy]-5-nitropyridine was prepared as described for 5-nitro-2-(2-phenylchroman-6-yloxy)pyridine in Example 1(b) starting from 340 mg of 2-(3,5-difluorophenyl)chroman-6-ol. The product was purified on preparative TLC-plate covered with silica gel using toluene-ethyl acetate as an eluant and then crystallised from 2-propanol. 1H NMR (400 MHz, d6-DMSO) δ:9.04 (d, 1H, J 2.9 Hz), 8.60 (dd, 1H, J 9.1, 2.9 Hz), 7.23-7.19 (m, 4H), 7.01-6.95 (m, 3H), 5.18 (dd, 1H, J 10... Reaction SMILES: [CH2:1]([N:3]1[C:9]2[N:10]=[CH:11][C:12]([CH2:14][CH2:15][O:16][C:17]3[CH:22]=[CH:21][C:20]([NH2:23])=[CH:19][C:18]=3[CH3:24])=[CH:13][C:8]=2[C:7](=[O:25])[N:6]([CH3:26])[C:5]2[CH:27]=[CH:28][CH:29]=[N:30][C:4]1=2)[CH3:2].Br[C:32]1[CH:42]=[CH:41][C:35]([C:36]([O:38][CH2:39][CH3:40])=[O:37])=[CH:34][CH:33]=1.C(O[Na])(C)(C)C.C1C=CC(P(C2C=CC3C(=CC=CC=3)C=2C2C3C(=CC=CC=3)C=CC=2P(C2C=CC=CC=2)C2C=CC=CC=2)C2C=CC=CC=2)=CC=1>C1(C)C=CC=CC=1.CCOC(C)=O.C1C=CC(/C=C/C(/C=C/C2C=CC=CC=2)=O)=CC=1.C1C=CC(/C=C/C(/C=C/C2C=CC=CC=2)=O)=CC=1.C1C=CC(/C=C/C(/C=C/C2C=CC=CC=2)=O)=CC=1.[Pd].[Pd]>[CH2:1]([N:3]1[C:9]2[N:10]=[CH:11][C:12]([CH2:14][CH2:15][O:16][C:17]3[CH:22]=[CH:21][C:20]([NH:23][C:32]4[CH:42]=[CH:41][C:35]([C:36]([O:38][CH2:39][CH3:40])=[O:37])=[CH:34][CH:33]=4)=[CH:19][C:18]=3[CH3:24])=[CH:13][C:8]=2[C:7](=[O:25])[N:6]([CH3:26])[C:5]2[CH:27]=[CH:28][CH:29]=[N:30][C:4]1=2)[CH3:2] |f:6.7.8.9.10|. Yield: 39.9%. Reagents/catalysts: C=1C=CC(=CC1)/C=C/C(=O)/C=C/C2=CC=CC=C2.C=1C=CC(=CC1)/C=C/C(=O)/C=C/C2=CC=CC=C2.C=1C=CC(=CC1)/C=C/C(=O)/C=C/C2=CC=CC=C2.[Pd].[Pd] (Pd2(dba)3). Run in C1(=CC=CC=C1)C (toluene), CCOC(=O)C (EtOAc). Reported procedure: A degassed mixture of 11-ethyl-5,11-dihydro-8-[2-(4-amino-2-methylphenoxy)ethyl]-5-methyl-6H-dipyrido[3,2-b:2′,3′-e][1,4]diazepin-6-one (100 mg, 0.25 mmol), ethyl 4-bromobenzoate (61.0 μL, 0.37 mmol), t-BuONa (36.0 mg, 0.37 mmol), Pd2(dba)3 (2.5 mg, 2.7 μmol) and (+/−)-BINAP (5.0 mg, 8.0 1mol) in toluene (8 mL) was heated to 105° C. under nitrogen for 48 h. The cooled reaction mixture was diluted with EtOAc, filtered through a short pad of diatomaceous earth and was concentrated under reduced pr... The product is C(C)N1C2=C(N(C(C3=C1N=CC(=C3)CCOC3=C(C=C(C=C3)NC3=CC=C(C(=O)OCC)C=C3)C)=O)C)C=CC=N2 (Ethyl 4-{{4-[2-(11-ethyl-6,11-dihydro-5-methyl-6-oxo-5H-dipyrido[3,2-b:2′,3′-e][1,4]diazepin-8-yl)ethoxy]-3-methylphenyl}amino}benzoate). Reaction conditions: temperature 105 celsius. Starting materials: C(C)N1C2=C(N(C(C3=C1N=CC(=C3)CCOC3=C(C=C(C=C3)N)C)=O)C)C=CC=N2 (11-ethyl-5,11-dihydro-8-[2-(4-amino-2-methylphenoxy)ethyl]-5-methyl-6H-dipyrido[3,2-b:2′,3′-e][1,4]diazepin-6-one), BrC1=CC=C(C(=O)OCC)C=C1 (ethyl 4-bromobenzoate), C(C)(C)(C)O[Na] (t-BuONa), C1=CC=C(C=C1)P(C2=CC=CC=C2)C3=C(C4=CC=CC=C4C=C3)C5=C(C=CC6=CC=CC=C65)P(C7=CC=CC=C7)C8=CC=CC=C8 ((+/−)-BINAP). The reactants are N(N)C=1N=NC(=CC1)N1C(=NC=C1)C (3-hydrazino-6-(2-methyl-imidazol-1-yl)-pyridazine), CC(=O)C (acetone). Yields the product C(C)(C)=NNC=1N=NC(=CC1)N1C(=NC=C1)C (3-(2-Isopropylidene-hydrazino)-6-(2-methyl-imidazol-1-yl)-pyridazine). RXN SMILES: [NH:1]([C:3]1[N:4]=[N:5][C:6]([N:9]2[CH:13]=[CH:12][N:11]=[C:10]2[CH3:14])=[CH:7][CH:8]=1)[NH2:2].[CH3:15][C:16]([CH3:18])=O>>[C:16](=[N:2][NH:1][C:3]1[N:4]=[N:5][C:6]([N:9]2[CH:13]=[CH:12][N:11]=[C:10]2[CH3:14])=[CH:7][CH:8]=1)([CH3:18])[CH3:15]. Procedure details: 3.0 g (15.8 millimoles) of 3-hydrazino-6-(2-methyl-imidazol-1-yl)-pyridazine are suspended in 40 ml of acetone and the suspension is heated for 10 minutes on a steam bath under reflux. The reactants are ON1N=NC2=C1C=CC=C2 (1-hydroxybenzotriazole), C(C)(C)N(CC)C(C)C (diisopropylethylamine), COC=1C=C(C(=O)O)C=CC1 (3-methoxybenzoic acid), FC=1C=C(C=CC1)C1=NNC2=CC(=C(C=C12)CN)OC (C-{3-(3-fluoro-phenyl)-6-methoxy-1H-indazol-5-yl}-methylamine), Cl.C(C)N=C=NCCCN(C)C (1-ethyl-3-(3′-dimethylaminopropyl)carbodiimide hydrochloride). The solvent is O (water), CN(C=O)C (dimethylformamide). The product is FC=1C=C(C=CC1)C1=NNC2=CC(=C(C=C12)CNC(C1=CC(=CC=C1)OC)=O)OC (N-{3-(3-Fluoro-phenyl)-6-methoxy-1H-indazol-5-ylmethyl}-3-methoxy-benzamide). Isolated yield 24.2%. Reaction SMILES: [F:1][C:2]1[CH:3]=[C:4]([C:8]2[C:16]3[C:11](=[CH:12][C:13]([O:19][CH3:20])=[C:14]([CH2:17][NH2:18])[CH:15]=3)[NH:10][N:9]=2)[CH:5]=[CH:6][CH:7]=1.ON1C2C=CC=CC=2N=N1.C(N(C(C)C)CC)(C)C.[CH3:40][O:41][C:42]1[CH:43]=[C:44]([CH:48]=[CH:49][CH:50]=1)[C:45](O)=[O:46].Cl.C(N=C=NCCCN(C)C)C>CN(C)C=O.O>[F:1][C:2]1[CH:3]=[C:4]([C:8]2[C:16]3[C:11](=[CH:12][C:13]([O:19][CH3:20])=[C:14]([CH2:17][NH:18][C:45](=[O:46])[C:44]4[CH:48]=[CH:49][CH:50]=[C:42]([O:41][CH3:40])[CH:43]=4)[CH:15]=3)[NH:10][N:9]=2)[CH:5]=[CH:6][CH:7]=1 |f:4.5|. Procedure details: A total of 25.6 mg of C-{3-(3-fluoro-phenyl)-6-methoxy-1H-indazol-5-yl}-methylamine obtained in Production Example II-26 was dissolved in 1.9 ml of dimethylformamide, 15.3 mg of 1-hydroxybenzotriazole, 0.066 ml of diisopropylethylamine and 14.4 mg of 3-methoxybenzoic acid were added thereto, and 27.2 mg of 1-ethyl-3-(3′-dimethylaminopropyl)carbodiimide hydrochloride (i.e., WSC.HCl) was added thereto under ice-cooling and stirring. After stirring at room temperature for 5 hours, water was added a...